This data is from the Open Reaction Database (ORD), a public repository of structured organic reaction records. The task is: describe an organic reaction: reactants, conditions, products, and yield Reactants: O=CCOCc1ccccc1, Nc1ccc(Nc2ncnc3cc(-c4ccccc4)sc23)cc1. The product is c1ccc(COCCNc2ccc(Nc3ncnc4cc(-c5ccccc5)sc34)cc2)cc1. RXN SMILES: [CH2:1]([c:2]1[cH:3][cH:4][cH:5][cH:6][cH:7]1)[O:8][CH2:9][CH:10]=[O:11].[c:12]1(-[c:18]2[cH:19][c:20]3[n:21][cH:22][n:23][c:24]([NH:27][c:28]4[cH:29][cH:30][c:31]([NH2:34])[cH:32][cH:33]4)[c:25]3[s:26]2)[cH:13][cH:14][cH:15][cH:16][cH:17]1>>[CH2:1]([c:2]1[cH:3][cH:4][cH:5][cH:6][cH:7]1)[O:8][CH2:9][CH2:10][NH:34][c:31]1[cH:30][cH:29][c:28]([NH:27][c:24]2[n:23][cH:22][n:21][c:20]3[cH:19][c:18](-[c:12]4[cH:13][cH:14][cH:15][cH:16][cH:17]4)[s:26][c:25]32)[cH:33][cH:32]1.